From a dataset of the Open Reaction Database (ORD), a public repository of structured organic reaction records. describe an organic reaction: reactants, conditions, products, and yield Starting materials: COC1=CC=C(C=C1)CCN (4-methoxyphenylethylamine), C(C(O)C1=CC=CC=C1)(=O)OC (methyl mandelate). Run in CCOCC (ether). Conditions: time 16 hour. Yields the product COC1=CC=C(C=C1)CCNC(C(O)C1=CC=CC=C1)=O (N-[2-(4-methoxyphenyl)ethyl]mandelamide). RXN SMILES: [CH3:1][O:2][C:3]1[CH:8]=[CH:7][C:6]([CH2:9][CH2:10][NH2:11])=[CH:5][CH:4]=1.[C:12](OC)(=[O:21])[CH:13]([C:15]1[CH:20]=[CH:19][CH:18]=[CH:17][CH:16]=1)[OH:14]>CCOCC>[CH3:1][O:2][C:3]1[CH:8]=[CH:7][C:6]([CH2:9][CH2:10][NH:11][C:12](=[O:21])[CH:13]([C:15]2[CH:20]=[CH:19][CH:18]=[CH:17][CH:16]=2)[OH:14])=[CH:5][CH:4]=1. Procedure: A mixture of 20.0 g. (0.133 mol) of 4-methoxyphenylethylamine and 22.0 g. (0.133 mol) of methyl mandelate is heated at about 90° C. with stirring under nitrogen for 16 hours. The reaction mixture is taken up in ether and the product crystallized, giving N-[2-(4-methoxyphenyl)ethyl]mandelamide, m.p. 86°-88° C. Starting materials: N(NC(=O)N)C(=O)N (hydrazodicarboxamide), C(CCCCC)N (n-hexylamine). The solvent is CN1C(CCC1)=O (N-methylpyrrolidone). The product is C(CCCCC)N1C(NNC1=O)=O (4-(n-hexyl)-1,2,4-triazolidine-3,5-dione). Reaction SMILES: [NH:1]([C:6]([NH2:8])=[O:7])[NH:2][C:3](N)=[O:4].[CH2:9](N)[CH2:10][CH2:11][CH2:12][CH2:13][CH3:14]>CN1CCCC1=O>[CH2:9]([N:8]1[C:3](=[O:4])[NH:2][NH:1][C:6]1=[O:7])[CH2:10][CH2:11][CH2:12][CH2:13][CH3:14]. Reported procedure: 60 g of hydrazodicarboxamide and 56 g of n-hexylamine in 100 ml of N-methylpyrrolidone are stirred at 150° C. for 6 hours, at 175° C. for 20 hours and at 180° C. for 20 hours. The solvent is then distilled off in vacuo and the residue is triturated with 100 ml of 10% strength sodium hyroxide solution. The precipitate is filtered off and the filtrate is neutralised with 10% strength hydrochloric acid. A precipitate thereby separates out, and is filtered off, washed with water and dried in vacuo. ... Reactants: CN1CCCC1=O, O=C(Nc1ccncc1F)c1cnc2c(Nc3ccon3)cc(Cl)nn12, NC1CCC(O)CC1. Yields the product O=C(Nc1ccncc1F)c1cnc2c(Nc3ccon3)cc(NC3CCC(O)CC3)nn12. As a reaction SMILES: [CH3:35][N:36]1[CH2:37][CH2:38][CH2:39][C:40]1=[O:41].[Cl:1][c:2]1[cH:3][c:4]([NH:21][c:22]2[n:23][o:24][cH:25][cH:26]2)[c:5]2[n:6]([n:7]1)[c:8]([C:11](=[O:12])[NH:13][c:14]1[c:15]([F:20])[cH:16][n:17][cH:18][cH:19]1)[cH:9][n:10]2.[NH2:27][CH:28]1[CH2:29][CH2:30][CH:31]([OH:34])[CH2:32][CH2:33]1>>[c:2]1([NH:27][CH:28]2[CH2:29][CH2:30][CH:31]([OH:34])[CH2:32][CH2:33]2)[cH:3][c:4]([NH:21][c:22]2[n:23][o:24][cH:25][cH:26]2)[c:5]2[n:6]([n:7]1)[c:8]([C:11](=[O:12])[NH:13][c:14]1[c:15]([F:20])[cH:16][n:17][cH:18][cH:19]1)[cH:9][n:10]2. As a reaction SMILES: [C:1](#[N:3])[CH3:2].[CH3:4][C:5]1([C:8](OC)=[O:9])[CH2:7][CH2:6]1.[H-].[Na+]>O1CCCC1>[CH3:4][C:5]1([C:8]([CH2:2][C:1]#[N:3])=[O:9])[CH2:7][CH2:6]1 |f:2.3|. The reactants are C(C)#N (acetonitrile), CC1(CC1)C(=O)OC (methyl 1-methylcyclopropanecarboxylate), [H-].[Na+] (sodium hydride). The product is CC1(CC1)C(=O)CC#N ((1-methylcyclopropylcarbonyl)acetonitrile). Solvent: O1CCCC1 (tetrahydrofuran). Procedure details: A mixture of 61.1 g of acetonitrile and 108.3 g of methyl 1-methylcyclopropanecarboxylate was added drop-by-drop over a one-hour period to a stirred, refluxing mixture of 35.8 g of sodium hydride and 650 ml of tetrahydrofuran. The resulting mixture was stirred and refluxed for a further 18 hours, then most of the solvent was evaporated in a rotary evaporator. The residue was dissolved in 1 liter of water, and the solution was acidified with hydrochloric acid and extracted with ether. The extract... The reactants are S(=O)(=O)(C1=CC=C(C)C=C1)OCCCCC#C (hex-5-yn-1-ol tosylate), [N-]=[N+]=[N-].[Na+] (sodium azide), CO (methanol). Run in O (water). Yields the product N(=[N+]=[N-])CCCCC#C (1-azidohex-5-yne). RXN SMILES: S(OCCCCC#C)([C:4]1[CH:10]=[CH:9][C:7](C)=[CH:6][CH:5]=1)(=O)=O.[N-:18]=[N+:19]=[N-:20].[Na+].CO>O>[N:18]([CH2:10][CH2:9][CH2:7][CH2:6][C:5]#[CH:4])=[N+:19]=[N-:20] |f:1.2|. Procedure details: A mixture containing 0.397 mole of hex-5-yn-1-ol tosylate; 0.76 mole of sodium azide; and one liter of methanol and 200 ml. of water is stirred at 60° C for 4 hours. The mixture is then evaporated under vacuum to remove the majority of the methanol and the remaining concentrate then poured into 500 ml. of ethyl ether, and then extracted three times with water, and dried over anhydrous magnesium sulfate and filtered. The filtrate is then evaporated, under vacuum, affording 1-azidohex-5-yne as a r... As a reaction SMILES: [H-].[Na+].[N:3]1([CH2:8][CH2:9][CH2:10][O:11][C:12]2[CH:17]=[CH:16][C:15]([OH:18])=[CH:14][CH:13]=2)[CH:7]=[CH:6][N:5]=[N:4]1.Cl[CH2:20][C:21]1[N:22]=[C:23]([CH:26]=[CH:27][C:28]2[CH:33]=[CH:32][C:31]([S:34]([F:39])([F:38])([F:37])([F:36])[F:35])=[CH:30][CH:29]=2)[O:24][CH:25]=1.O>CN(C=O)C>[F:37][S:34]([F:35])([F:36])([F:38])([F:39])[C:31]1[CH:32]=[CH:33][C:28]([CH:27]=[CH:26][C:23]2[O:24][CH:25]=[C:21]([CH2:20][O:18][C:15]3[CH:14]=[CH:13][C:12]([O:11][CH2:10][CH2:9][CH2:8][N:3]4[CH:7]=[CH:6][N:5]=[N:4]4)=[CH:17][CH:16]=3)[N:22]=2)=[CH:29][CH:30]=1 |f:0.1|. Run at time 15 minute. The product is FS(C1=CC=C(C=C1)C=CC=1OC=C(N1)COC1=CC=C(OCCCN2N=NC=C2)C=C1)(F)(F)(F)F (1-[3-(4-{2-[2-(4-Pentafluorosulfanyl-phenyl)-vinyl]-oxazol-4-ylmethoxy}-phenoxy)-propyl]-1H-[1,2,3]triazole). The solvent is CN(C)C=O (DMF). Starting materials: [H-].[Na+] (sodium hydride), O (water), N1(N=NC=C1)CCCOC1=CC=C(C=C1)O (4-(3-[1,2,3]triazol-1-yl-propoxy)-phenol), ClCC=1N=C(OC1)C=CC1=CC=C(C=C1)S(F)(F)(F)(F)F (4-chloromethyl-2-[2-(4-pentafluorosulfanyl-phenyl)-vinyl]-oxazole). Procedure: 14 mg (0.55 mmol) 95% sodium hydride were given to a solution of 110 mg (0.50 mmol) 4-(3-[1,2,3]triazol-1-yl-propoxy)-phenol in 4.0 ml DMF and stirred for 15 min. 173 mg (0.50 mmol) 4-chloromethyl-2-[2-(4-pentafluorosulfanyl-phenyl)-vinyl]-oxazole were added and stirring continued at r.t. overnight. After addition of 8 ml water the resulting precipitate was collected , washed with water (2×10 ml), methanol/water 1:1 (2×10 ml), ethyl acetate/n-heptane 1:2, a small amount of diethyl ether and drie... The reactants are COC1=CC=C(CN2C(C3=CC(=CC=C3C(C2)(C)C)[N+](=O)[O-])=O)C=C1 (2-(4-methoxy-benzyl)-4,4-dimethyl-7-nitro-3,4-dihydro-2H-isoquinolin-1-one), [N+](=O)([O-])[O-].[NH4+].[Ce] (cerium ammonium nitrate). Run in C(C)#N (acetonitrile), O (water). Reaction conditions: time 15 hour. Yields the product CC1(CNC(C2=CC(=CC=C12)[N+](=O)[O-])=O)C (4,4-Dimethyl-7-nitro-3,4-dihydro-2H-isoquinolin-1-one). Yield: 38.7%. As a reaction SMILES: COC1C=CC(C[N:8]2[CH2:17][C:16]([CH3:19])([CH3:18])[C:15]3[C:10](=[CH:11][C:12]([N+:20]([O-:22])=[O:21])=[CH:13][CH:14]=3)[C:9]2=[O:23])=CC=1.[N+]([O-])([O-])=O.[NH4+].[Ce]>C(#N)C.O>[CH3:18][C:16]1([CH3:19])[C:15]2[C:10](=[CH:11][C:12]([N+:20]([O-:22])=[O:21])=[CH:13][CH:14]=2)[C:9](=[O:23])[NH:8][CH2:17]1 |f:1.2.3|. Procedure details: A solution of 2-(4-methoxy-benzyl)-4,4-dimethyl-7-nitro-3,4-dihydro-2H-isoquinolin-1-one (1.2 g, 3.52 mmol) and cerium ammonium nitrate (5.78 g, 10.56 mmol) in acetonitrile (30 ml) and water (15 ml) was stirred at 0° C. for 1 hrs, after this time the reaction was warmed to room temperature and stirred for a further 15 h. The solvent was evaporated in vacuo and dichloromethane added. The organic phase was separated, washed with saturated aqueous ammonium chloride solution and brine, then dried an...